From a dataset of the Open Reaction Database (ORD), a public repository of structured organic reaction records. describe an organic reaction: reactants, conditions, products, and yield The reactants are [Li]CCCC, CCCCCC, CON(C)C(=O)c1cc(O[Si](C)(C)C(C)(C)C)ccc1N, C1CCOC1, O. The product is CCCCC(=O)c1cc(O[Si](C)(C)C(C)(C)C)ccc1N. As a reaction SMILES: [CH2:22]([CH2:23][CH2:24][CH3:25])[Li:26].[CH3:33][CH2:34][CH2:35][CH2:36][CH2:37][CH3:38].[NH2:1][c:2]1[c:3]([C:4](=[O:5])[N:6]([O:7][CH3:8])[CH3:9])[cH:10][c:11]([O:14][Si:15]([CH3:16])([CH3:17])[C:18]([CH3:19])([CH3:20])[CH3:21])[cH:12][cH:13]1.[O:28]1[CH2:29][CH2:30][CH2:31][CH2:32]1.[OH2:27]>>[NH2:1][c:2]1[c:3]([C:4](=[O:5])[CH2:22][CH2:23][CH2:24][CH3:25])[cH:10][c:11]([O:14][Si:15]([CH3:16])([CH3:17])[C:18]([CH3:19])([CH3:20])[CH3:21])[cH:12][cH:13]1. Starting materials: IC1=CC=C(C=C1)C(CCCCN1CCC(CC1)C=1C=C(C=CC1)NC(C(C)C)=O)=O (N-(3-{1-[5-(4-iodophenyl)-5-oxopentyl]-4-piperidinyl}phenyl)-2-methylpropanamide), Cl.FC(OC1=CC=C(C=C1)NN)(F)F (4-(trifluoromethoxy)phenylhydrazine hydrochloride). Product: IC1=CC=C(C=C1)C=1NC2=CC=C(C=C2C1CCCN1CCC(CC1)C=1C=C(C=CC1)NC(C(C)C)=O)OC(F)(F)F (N-[3-(1-{3-[2-(4-IODOPHENYL)-5-(TRIFLUOROMETHOXY)-1H-INDOL-3-YL]PROPYL}-4-PIPERIDINYL)PHENYL]-2-METHYLPROPANAMIDE). RXN SMILES: [I:1][C:2]1[CH:7]=[CH:6][C:5]([C:8](=O)[CH2:9][CH2:10][CH2:11][CH2:12][N:13]2[CH2:18][CH2:17][CH:16]([C:19]3[CH:20]=[C:21]([NH:25][C:26](=[O:30])[CH:27]([CH3:29])[CH3:28])[CH:22]=[CH:23][CH:24]=3)[CH2:15][CH2:14]2)=[CH:4][CH:3]=1.Cl.[F:33][C:34]([F:45])([F:44])[O:35][C:36]1[CH:41]=[CH:40][C:39]([NH:42]N)=[CH:38][CH:37]=1>>[I:1][C:2]1[CH:3]=[CH:4][C:5]([C:8]2[NH:42][C:39]3[C:40]([C:9]=2[CH2:10][CH2:11][CH2:12][N:13]2[CH2:18][CH2:17][CH:16]([C:19]4[CH:20]=[C:21]([NH:25][C:26](=[O:30])[CH:27]([CH3:28])[CH3:29])[CH:22]=[CH:23][CH:24]=4)[CH2:15][CH2:14]2)=[CH:41][C:36]([O:35][C:34]([F:45])([F:44])[F:33])=[CH:37][CH:38]=3)=[CH:6][CH:7]=1 |f:1.2|. Reported procedure: Prepared by Procedure E and Scheme M using N-(3-{1-[5-(4-iodophenyl)-5-oxopentyl]-4-piperidinyl}phenyl)-2-methylpropanamide and 4-(trifluoromethoxy)phenylhydrazine hydrochloride: ESMS m/e: 690.1 (M+H)+. The reactants are [Br-], CCCCC(CC)COCCCCCCCCCCO, CCCC[N+](CCCC)(CCCC)CCCC, CCCCCC, ClCC1CO1, [Na+], [OH-]. Product: CCCCC(CC)COCCCCCCCCCCOCC1CO1. Reaction SMILES: [Br-:28].[CH2:1]([CH3:2])[CH:3]([CH2:4][O:5][CH2:6][CH2:7][CH2:8][CH2:9][CH2:10][CH2:11][CH2:12][CH2:13][CH2:14][CH2:15][OH:16])[CH2:17][CH2:18][CH2:19][CH3:20].[CH3:29][CH2:30][CH2:31][CH2:32][N+:33]([CH2:34][CH2:35][CH2:36][CH3:37])([CH2:38][CH2:39][CH2:40][CH3:41])[CH2:42][CH2:43][CH2:44][CH3:45].[CH3:46][CH2:47][CH2:48][CH2:49][CH2:50][CH3:51].[Cl:21][CH2:22][CH:23]1[CH2:24][O:25]1.[Na+:27].[OH-:26]>>[CH2:1]([CH3:2])[CH:3]([CH2:4][O:5][CH2:6][CH2:7][CH2:8][CH2:9][CH2:10][CH2:11][CH2:12][CH2:13][CH2:14][CH2:15][O:16][CH2:22][CH:23]1[CH2:24][O:25]1)[CH2:17][CH2:18][CH2:19][CH3:20].